Dataset: the Open Reaction Database (ORD), a public repository of structured organic reaction records. Task: describe an organic reaction: reactants, conditions, products, and yield Starting materials: [K+].C(CC(=O)[O-])(=O)OCC (ethyl malonate potassium salt), CDI, Cl[Si](C)(C)C (chlorotrimethylsilane), C1CCC2=NCCCN2CC1 (DBU), FC1=C(C(=O)O)C=C(C=C1)I (2-fluoro-5-iodobenzoic acid), 1,1-carbonyldiimidazole. Run in CC#N (CH3CN), CCOC(=O)C (EtOAc), C1CCOC1 (THF). Run at temperature 0 celsius, time 8 hour. Product: FC1=C(C=C(C=C1)I)C(CC(=O)OCC)=O (Ethyl 3-(2-fluoro-5-iodophenyl)-3-oxopropanoate). As a reaction SMILES: [F:1][C:2]1[CH:10]=[CH:9][C:8]([I:11])=[CH:7][C:3]=1[C:4]([OH:6])=O.[K+].[C:13]([O:19][CH2:20][CH3:21])(=[O:18])[CH2:14]C([O-])=O.Cl[Si](C)(C)C.C1CCN2C(=NCCC2)CC1>CC#N.CCOC(C)=O.C1COCC1>[F:1][C:2]1[CH:10]=[CH:9][C:8]([I:11])=[CH:7][C:3]=1[C:4](=[O:6])[CH2:14][C:13]([O:19][CH2:20][CH3:21])=[O:18] |f:1.2|. Procedure details: To a solution of 2-fluoro-5-iodobenzoic acid (Prep. 1, 4.03 g) in 11 mL freshly distilled THF is added 1,1-carbonyldiimidazole (CDI) (2.96 g) in small portions. Vigorous gas evolution is observed. The reaction is stirred overnight. In a separate flask, ethyl malonate potassium salt (2.84 g) is suspended in 10 mL CH3CN. To this solution is added chlorotrimethylsilane (2.15 mL) and the reaction is stirred at room temperature overnight. The latter reaction is cooled to 0° C. and DBU (5.00 mL) is ad... Reactants: COC(=O)C1=CC2=CC=C(C=C2C=C1)OCC1=CC=CC=C1 (6-benzyloxynaphthalene-2-carboxylic acid methyl ester), C1CCOC1 (THF), C(C)[Mg]Br (ethyl magnesium bromide). Run at time 3 hour. The product is C(C1=CC=CC=C1)OC=1C=C2C=CC(=CC2=CC1)C(CC)(CC)O (3-(6-Benzyloxynaphthalen-2-yl)pentan-3-ol). Isolated yield 95.0%. RXN SMILES: C[O:2][C:3]([C:5]1[CH:14]=[CH:13][C:12]2[C:7](=[CH:8][CH:9]=[C:10]([O:15][CH2:16][C:17]3[CH:22]=[CH:21][CH:20]=[CH:19][CH:18]=3)[CH:11]=2)[CH:6]=1)=O.[CH2:23]([Mg]Br)[CH3:24].[CH2:27]1COC[CH2:28]1>>[CH2:16]([O:15][C:10]1[CH:11]=[C:12]2[C:7](=[CH:8][CH:9]=1)[CH:6]=[C:5]([C:3]([OH:2])([CH2:23][CH3:24])[CH2:27][CH3:28])[CH:14]=[CH:13]2)[C:17]1[CH:18]=[CH:19][CH:20]=[CH:21][CH:22]=1. Procedure: Cool 6-benzyloxynaphthalene-2-carboxylic acid methyl ester (5.75 g, 19.67 mmol) in THF (115 mL) to about 0° C. and treat the solution dropwise with ethyl magnesium bromide (23.0 mL, 69.0 mmol, 3.0 M in ether). Allow the reaction to warm to RT and stir it for 3 h. Quench with water and concentrate. Dissolve the crude residue in CH2CL2 (200 mL), wash twice with brine, dry over Na2SO4 and filter. Concentrate the filtrate to give the title compound as a yellow solid (6.0 g, 95%). MS (ES) m/e 321 (M+... Starting materials: [I-].[Na+] (sodium iodide), C([O-])([O-])=O.[K+].[K+] (potassium carbonate), C(O)CN (ethanolamine), C1(=CC=CC=C1)[C@@H]1COC=2C=CC=C3C=4C(=CC=CC4N1C23)OCCCl (2-chloroethyl (1R)-1-phenyl-1,2-dihydro[1,4]oxazino[2,3,4-jk]carbazol-7-yl ether). The solvent is CN(C)C=O (DMF). Conditions: temperature 85 celsius. The product is C1(=CC=CC=C1)[C@@H]1COC=2C=CC=C3C=4C(=CC=CC4N1C23)OCCNC(C)O ([(2-{[(1R)-1-Phenyl-1,2-dihydro[1,4]oxazino[2,3,4-jk]carbazol-7-yl]oxy}ethyl)amino]ethanol). The yield is 24.0%. RXN SMILES: [C:1]1([C@H:7]2[N:21]3[C:22]4[C:14]([C:15]5[C:16]([O:23][CH2:24][CH2:25]Cl)=[CH:17][CH:18]=[CH:19][C:20]=53)=[CH:13][CH:12]=[CH:11][C:10]=4[O:9][CH2:8]2)[CH:6]=[CH:5][CH:4]=[CH:3][CH:2]=1.[I-].[Na+].C(=O)([O-])[O-:30].[K+].[K+].[CH2:35]([CH2:37][NH2:38])O>CN(C=O)C>[C:1]1([C@H:7]2[N:21]3[C:22]4[C:14]([C:15]5[C:16]([O:23][CH2:24][CH2:25][NH:38][CH:37]([OH:30])[CH3:35])=[CH:17][CH:18]=[CH:19][C:20]=53)=[CH:13][CH:12]=[CH:11][C:10]=4[O:9][CH2:8]2)[CH:6]=[CH:5][CH:4]=[CH:3][CH:2]=1 |f:1.2,3.4.5|. Procedure details: To a mixture of 2-chloroethyl (1R)-1-phenyl-1,2-dihydro[1,4]oxazino[2,3,4-jk]carbazol-7-yl ether in DMF (20 mL) is added sodium iodide (1.0 g, 6.7 mmol), potassium carbonate (2.0 g, 14.5 mmol), and ethanolamine (0.42 mL, 7.0 mmol). The mixture is heated to 85° C. for 18 h. The mixture then is partitioned between water and CH2Cl2. The layers are separated and the organic layer washed twice with water (200 mL). The organic layer is dried over anhydrous sodium sulfate, filtered and concentrated. Co... Reactants: OC1CN(CCC1)CC1NCCC2=CC=CC=C12 (1-(3-hydroxypiperidin-1-yl)methyl-1,2,3,4-tetrahydroisoquinoline), ClC=1C=C(C=CC1Cl)CC(=O)Cl (3,4-dichlorophenylacetyl chloride), C([O-])([O-])=O.[K+].[K+] (potassium carbonate). Product: Cl.O[C@@H]1CN(CCC1)C[C@@]1(NCCC2=CC=CC=C12)C(CC1=CC(=C(C=C1)Cl)Cl)=O ((R,S)-1-(3-hydroxypiperidin-1-yl)methyl-2-(3,4-dichlorophenyl) acetyl-1,2,3,4-tetrahydroisoquinoline hydrochloride). Reaction SMILES: [OH:1][CH:2]1[CH2:7][CH2:6][CH2:5][N:4]([CH2:8][CH:9]2[C:18]3[C:13](=[CH:14][CH:15]=[CH:16][CH:17]=3)[CH2:12][CH2:11][NH:10]2)[CH2:3]1.[Cl:19][C:20]1[CH:21]=[C:22]([CH2:27][C:28](Cl)=[O:29])[CH:23]=[CH:24][C:25]=1[Cl:26].C(=O)([O-])[O-].[K+].[K+]>>[ClH:19].[OH:1][C@H:2]1[CH2:7][CH2:6][CH2:5][N:4]([CH2:8][C@@:9]2([C:28](=[O:29])[CH2:27][C:22]3[CH:23]=[CH:24][C:25]([Cl:26])=[C:20]([Cl:19])[CH:21]=3)[C:18]3[C:13](=[CH:14][CH:15]=[CH:16][CH:17]=3)[CH2:12][CH2:11][NH:10]2)[CH2:3]1 |f:2.3.4,5.6|. Procedure: Prepared as Example n° 1 from 4.83 g (19.6 mmoles) of 1-(3-hydroxypiperidin-1-yl)methyl-1,2,3,4-tetrahydroisoquinoline--diast. mix.--, 5.15 g (23.1 mmoles) of 3,4-dichlorophenylacetyl chloride and 3.2 g (23.1 mmoles) of anhydrous potassium carbonate. Reactants: FC(C=1C=C(C=CC1)CC(C)=O)(F)F (1-(3-trifluoromethyl-phenyl)-propan-2-one), solution, C[Mg]Br (methylmagnesium bromide), [Cl-].[NH4+] (ammonium chloride). The solvent is C1CCOC1 (THF), C(C)OCC (diethyl ether), C1CCOC1 (THF). Conditions: temperature -50 celsius, time 8 hour. Yields the product CC(CC1=CC(=CC=C1)C(F)(F)F)(C)O (2-methyl-1-(3-trifluoromethyl-phenyl)-propan-2-ol). Reaction SMILES: [CH3:1][Mg]Br.[F:4][C:5]([F:17])([F:16])[C:6]1[CH:7]=[C:8]([CH2:12][C:13](=[O:15])[CH3:14])[CH:9]=[CH:10][CH:11]=1.[Cl-].[NH4+]>C(OCC)C.C1COCC1>[CH3:14][C:13]([OH:15])([CH3:1])[CH2:12][C:8]1[CH:9]=[CH:10][CH:11]=[C:6]([C:5]([F:16])([F:17])[F:4])[CH:7]=1 |f:2.3|. Procedure details: 90 mL of a 3 molar solution of methylmagnesium bromide in diethyl ether are diluted with 300 mL THF and cooled to −50° C. At this temperature 20 g 1-(3-trifluoromethyl-phenyl)-propan-2-one, dissolved in 100 mL THF, are added dropwise. After the addition has ended the reaction mixture is stirred overnight while heating to ambient temperature. It is combined with ammonium chloride solution and extracted with diethyl ether. The combined organic phases are washed with sodium chloride solution, dried...